From a dataset of the Open Reaction Database (ORD), a public repository of structured organic reaction records. describe an organic reaction: reactants, conditions, products, and yield Reactants: C(C)NC(=O)C1=CC(OC2=C1C=C(C=C2)C#N)(C)C (N-ethyl-6-cyano-2,2-dimethyl-2H-1-benzopyran-4-carbamide), COC=1C=CC(=CC1)P2(=S)SP(=S)(S2)C=3C=CC(=CC3)OC (Lawesson's reagent). The solvent is C1=CC=CC=C1 (benzene). The product is C(C)NC(=S)C1=CC(OC2=C1C=C(C=C2)C#N)(C)C (N-ethyl-6-cyano-2,2-dimethyl-2H-1-benzopyran-4-carbothioamide). Isolated yield 80.7%. Reaction SMILES: [CH2:1]([NH:3][C:4]([C:6]1[C:11]2[CH:12]=[C:13]([C:16]#[N:17])[CH:14]=[CH:15][C:10]=2[O:9][C:8]([CH3:19])([CH3:18])[CH:7]=1)=O)[CH3:2].COC1C=CC(P2(SP(C3C=CC(OC)=CC=3)(=S)S2)=[S:29])=CC=1>C1C=CC=CC=1>[CH2:1]([NH:3][C:4]([C:6]1[C:11]2[CH:12]=[C:13]([C:16]#[N:17])[CH:14]=[CH:15][C:10]=2[O:9][C:8]([CH3:19])([CH3:18])[CH:7]=1)=[S:29])[CH3:2]. Reported procedure: A mixture of 0.14 g of N-ethyl-6-cyano-2,2-dimethyl-2H-1-benzopyran-4-carbamide, 3.45 g of Lawesson's reagent, and 10 ml of benzene was refluxed for 1 hour. Any insoluble matter was collected by filtration with suction and washed with methylene chloride. The mother liquor and the washing were combined, and the solvent was removed therefrom by distillation. The residue was purified by silica gel column chromatography (developing solution: CH2Cl2) to obtain 0.12 g of N-ethyl-6-cyano-2,2-dimethyl-2... As a reaction SMILES: Br[C:2]1[N:7]=[CH:6][C:5]([C:8]([N:10]2[CH2:15][CH2:14][N:13]([C:16]3[C:21]([CH3:22])=[CH:20][C:19]([CH3:23])=[CH:18][N:17]=3)[CH2:12][CH2:11]2)=[O:9])=[CH:4][CH:3]=1.[CH3:24][S:25]([N:28]1[CH2:32][CH2:31][NH:30][C:29]1=[O:33])(=[O:27])=[O:26]>>[CH3:22][C:21]1[C:16]([N:13]2[CH2:14][CH2:15][N:10]([C:8]([C:5]3[CH:4]=[CH:3][C:2]([N:30]4[CH2:31][CH2:32][N:28]([S:25]([CH3:24])(=[O:27])=[O:26])[C:29]4=[O:33])=[N:7][CH:6]=3)=[O:9])[CH2:11][CH2:12]2)=[N:17][CH:18]=[C:19]([CH3:23])[CH:20]=1. Isolated yield 74.2%. Reactants: BrC1=CC=C(C=N1)C(=O)N1CCN(CC1)C1=NC=C(C=C1C)C ((6-bromopyridin-3-yl)[4-(3,5-dimethylpyridin-2-yl)piperazin-1-yl]methanone), CS(=O)(=O)N1C(NCC1)=O (1-methanesulfonylimidazolidin-2-one). The product is CC=1C(=NC=C(C1)C)N1CCN(CC1)C(=O)C=1C=CC(=NC1)N1C(N(CC1)S(=O)(=O)C)=O (1-{5-[4-(3,5-dimethylpyridin-2-yl)piperazine-1-carbonyl]pyridin-2-yl}-3-methanesulfonylimidazolidin-2-one). Procedure details: Using (6-bromopyridin-3-yl)[4-(3,5-dimethylpyridin-2-yl)piperazin-1-yl]methanone (188 mg) described in Preparation Example 127 and 1-methanesulfonylimidazolidin-2-one (82 mg) and by the reaction and treatment in the same manner as in Example 511, the title compound (170 mg) was obtained. Reactants: O=C1CCN(CC1)C(=O)OC(C)(C)C (tert-butyl 4-oxo-1-piperidine carboxylate), CC=1C=C(CN)C=CC1 (3-methylbenzylamine), C(C)(=O)O (acetic acid), [BH3-]C#N.[Na+] (NaCNBH3). Solvent: CO (methanol), CO (methanol), CO (methanol), CO (methanol), O (water). Conditions: time 24 hour. Product: CC=1C=C(C=CC1)CNC1CCN(CC1)C(=O)OC(C)(C)C (tert-butyl 4-((3-methylphenyl)methyl)amino-piperidine carboxylate). Reaction SMILES: O=[C:2]1[CH2:7][CH2:6][N:5]([C:8]([O:10][C:11]([CH3:14])([CH3:13])[CH3:12])=[O:9])[CH2:4][CH2:3]1.[CH3:15][C:16]1[CH:17]=[C:18]([CH:21]=[CH:22][CH:23]=1)[CH2:19][NH2:20].C(O)(=O)C.[BH3-]C#N.[Na+]>CO.O>[CH3:15][C:16]1[CH:17]=[C:18]([CH2:19][NH:20][CH:2]2[CH2:7][CH2:6][N:5]([C:8]([O:10][C:11]([CH3:14])([CH3:13])[CH3:12])=[O:9])[CH2:4][CH2:3]2)[CH:21]=[CH:22][CH:23]=1 |f:3.4|. Reported procedure: To a solution of commercially available tert-butyl 4-oxo-1-piperidine carboxylate (400 mg, 2 mmol) in methanol (1 ml) and 3-methylbenzylamine (0.125 ml, 1 mmol) in methanol (1 ml) was added acetic acid in methanol (1 M, 1.34 ml) followed by NaCNBH3 in methanol (0.3 M, 4.4 ml). The resulting solution was stirred at room temperature. After 24 h, water (2 ml) was added, and the mixture was stirred for 1 h, before it was concentrated. The resulting oil was redissolved in diethyl ether (20 ml), extra...